From a dataset of the Open Reaction Database (ORD), a public repository of structured organic reaction records. describe an organic reaction: reactants, conditions, products, and yield Reactants: BrC1=CC=C2C(CC3(C2=C1)CC3)=O (6′-bromospiro[cyclopropane-1,1′-inden]-3′(2′H)-one), Cl.NO (hydroxylamine HCl), CC(=O)[O-].[Na+] (NaOAc). The solvent is CO (MeOH). Yields the product BrC1=CC=C2/C(/CC3(C2=C1)CC3)=N/O ((E)-6′-bromospiro[cyclopropane-1,1′-inden]-3′(2′H)-one oxime). Yield: 99.8%. RXN SMILES: [Br:1][C:2]1[CH:10]=[C:9]2[C:5]([C:6](=O)[CH2:7][C:8]32[CH2:12][CH2:11]3)=[CH:4][CH:3]=1.Cl.[NH2:15][OH:16].CC([O-])=O.[Na+]>CO>[Br:1][C:2]1[CH:10]=[C:9]2[C:5](/[C:6](=[N:15]/[OH:16])/[CH2:7][C:8]32[CH2:12][CH2:11]3)=[CH:4][CH:3]=1 |f:1.2,3.4|. Procedure: A solution of 6′-bromospiro[cyclopropane-1,1′-inden]-3′(2′H)-one (2.1 g, 8.86 mmol), hydroxylamine HCl (1.23 g, 17.7 mmol) and NaOAc (4.32 g, 53.1 mmol) in MeOH (160 mL) was stirred overnight at room temperature. The reaction was concentrated, slurried water (40 mL), then sonicated and filtered. The precipitate was dried under high vacuum to give (E)-6′-bromospiro[cyclopropane-1,1′-inden]-3′(2′H)-one oxime (2.23 g, 100% yield) as a white solid. MS (EI) m/z=253.1[M+1]+. The reactants are Cl.N(C1=CC=CC=C1)C1=CC(=NC2=CC=C3C(=C12)NC=N3)C (9-Anilino-7-methyl-1H-imidazo[4,5-f]quinoline Hydrochloride), CSC=1C=C(N)C=CC1 (3-methylmercaptoaniline). Solvent: CN(C=O)C (dimethylformamide). Product: Cl.CSC=1C=C(NC2=CC(=NC3=CC=C4C(=C23)NC=N4)C)C=CC1 (9-(3-Methylthioanilino)-7-methyl-1H-imidazo[4,5-f]quinoline Hydrochloride). As a reaction SMILES: [ClH:1].[NH:2]([C:9]1[C:18]2[C:13](=[CH:14][CH:15]=[C:16]3[N:21]=[CH:20][NH:19][C:17]3=2)[N:12]=[C:11]([CH3:22])[CH:10]=1)[C:3]1[CH:8]=[CH:7][CH:6]=[CH:5][CH:4]=1.[CH3:23][S:24]C1C=C(C=CC=1)N>CN(C)C=O>[ClH:1].[CH3:23][S:24][C:5]1[CH:4]=[C:3]([CH:8]=[CH:7][CH:6]=1)[NH:2][C:9]1[C:18]2[C:13](=[CH:14][CH:15]=[C:16]3[N:21]=[CH:20][NH:19][C:17]3=2)[N:12]=[C:11]([CH3:22])[CH:10]=1 |f:0.1,4.5|. Procedure: A mixture of 21.7 g. (0.1 m.) of the compound of Example I, C., 13.9 g. (0.1 m.) of 3-methylmercaptoaniline and 250 ml. of dimethylformamide was refluxed overnight with stirring. It was chilled, filtered, washed with ether and air-dried to give 29 g. m.p. 310°-313°C. Starting materials: CCN(CC)S(F)(F)F, ClCCl, O, OCCCc1ccccc1. The product is FCCCc1ccccc1. RXN SMILES: [CH2:1]([N:2]([S:3]([F:4])([F:5])[F:7])[CH2:6][CH3:8])[CH3:9].[Cl:21][CH2:22][Cl:23].[OH2:20].[c:10]1([CH2:16][CH2:17][CH2:18][OH:19])[cH:11][cH:12][cH:13][cH:14][cH:15]1>>[F:7][CH2:18][CH2:17][CH2:16][c:10]1[cH:11][cH:12][cH:13][cH:14][cH:15]1. The reactants are ClC(C)OC(=O)SC1=CC=C(C=C1)C (1-Chloroethyl-(4-methylthiophenoxy)formate), [I-].[Na+] (sodium iodide). The solvent is C(C)#N (acetonitrile). Reaction conditions: temperature 50 celsius. The product is CC1=CC=C(SC(=O)OCCI)C=C1 (Iodoethyl (4-methylthiophenoxy)formate), viscous-oil. Isolated yield 30.0%. Reaction SMILES: Cl[CH:2]([O:4][C:5]([S:7][C:8]1[CH:13]=[CH:12][C:11]([CH3:14])=[CH:10][CH:9]=1)=[O:6])[CH3:3].[I-:15].[Na+]>C(#N)C>[CH3:14][C:11]1[CH:12]=[CH:13][C:8]([S:7][C:5]([O:4][CH2:2][CH2:3][I:15])=[O:6])=[CH:9][CH:10]=1 |f:1.2|. Reported procedure: A 50 mL, three-neck, round-bottomed flask equipped with a magnetic stir bar, a reflux condenser, an internal thermometer, and a nitrogen inlet was charged with chloro-ester D1 (2 g, 8 mmol) and sodium iodide (1.8 g, 12 mmol) in acetonitrile (10 mL). The resulting slurry was warmed to 50° C. for 36 hours. The reaction mixture was cooled to room temperature and inorganic solids were removed by filtration. The clear organic phase was concentrated to give a viscous-oil. The crude product was purifie...